This data is from the Open Reaction Database (ORD), a public repository of structured organic reaction records. The task is: describe an organic reaction: reactants, conditions, products, and yield The reactants are C(C)(=O)O (acetic acid), C(=O)O (formic acid), O1CCN(CC1)C1=CC=C(C=C1)C=1C=CC2=C(C=C(CCN2)C(=O)OC)C1 (methyl 7-(4-morpholinophenyl)-2,3-dihydro-1H-1-benzazepine-4-carboxylate). Solvent: C1CCOC1 (THF), C1CCOC1 (THF). Run at temperature 50 celsius, time 2 hour. The product is C(=O)N1CCC(=CC2=C1C=CC(=C2)C2=CC=C(C=C2)N2CCOCC2)C(=O)OC (methyl 1-formyl-7-(4-morpholinophenyl)-2,3-dihydro-1H-1-benzazepine-4-carboxylate). As a reaction SMILES: [C:1](O)(=[O:3])C.C(O)=O.[O:8]1[CH2:13][CH2:12][N:11]([C:14]2[CH:19]=[CH:18][C:17]([C:20]3[CH:21]=[CH:22][C:23]4[NH:29][CH2:28][CH2:27][C:26]([C:30]([O:32][CH3:33])=[O:31])=[CH:25][C:24]=4[CH:34]=3)=[CH:16][CH:15]=2)[CH2:10][CH2:9]1>C1COCC1>[CH:1]([N:29]1[C:23]2[CH:22]=[CH:21][C:20]([C:17]3[CH:18]=[CH:19][C:14]([N:11]4[CH2:10][CH2:9][O:8][CH2:13][CH2:12]4)=[CH:15][CH:16]=3)=[CH:34][C:24]=2[CH:25]=[C:26]([C:30]([O:32][CH3:33])=[O:31])[CH2:27][CH2:28]1)=[O:3]. Reported procedure: To anhydrous acetic acid (0.2 ml) was added dropwise formic acid (0.1 ml), under ice-cooling, and the mixture was heated to stir under nitrogen atmosphere at 50° C. for 2 hours. To the mixture was added THF (5 ml), and then to the mixture was added dropwise, under ice-cooling, a solution of methyl 7-(4-morpholinophenyl)-2,3-dihydro-1H-1-benzazepine-4-carboxylate (0.3 g) in THF (15 ml). The mixture was stirred at room temperature for 1.5 hours. The solvent was evaporated, and to the residue was a... The reactants are BrC1=C2C(=NC=C1)NC=C2 (4-Bromo-1H-pyrrolo[2,3-b]pyridine), [H-].[Na+] (sodium hydride), B(OC(C)C)(OC(C)C)OC(C)C (Triisopropyl borate), C(CCC)[Li] (n-butyllithium), hexanes. The solvent is C1CCOC1 (THF), C1CCOC1 (THF). Run at temperature 20 celsius, time 10 minute. Product: N1C=CC=2C1=NC=CC2B(O)O (1H-pyrrolo[2,3-b]pyridin-4-ylboronic acid). The yield is 76.1%. Reaction SMILES: Br[C:2]1[CH:7]=[CH:6][N:5]=[C:4]2[NH:8][CH:9]=[CH:10][C:3]=12.[H-].[Na+].C([Li])CCC.[B:18](OC(C)C)([O:23]C(C)C)[O:19]C(C)C>C1COCC1>[NH:8]1[C:4]2=[N:5][CH:6]=[CH:7][C:2]([B:18]([OH:23])[OH:19])=[C:3]2[CH:10]=[CH:9]1 |f:1.2|. Procedure: 4-Bromo-1H-pyrrolo[2,3-b]pyridine (0.944 g, 4.79 mmol) in THF (10 ml) was added dropwise to sodium hydride (0.240 g, 5.99 mmol) in THF (10 ml) at 20° C. under nitrogen. The resulting mixture was stirred at 20° C. for 10 minutes. The reaction mixture was cooled to −78° C. and n-butyllithium in hexanes (2.396 mL, 5.99 mmol) was added dropwise over 10 minutes and stirred at −78° C. for 10 minutes. Triisopropyl borate (3.32 mL, 14.37 mmol) was added dropwise over 2 minutes and the reaction mixture a...